Task: describe an organic reaction: reactants, conditions, products, and yield. Dataset: the Open Reaction Database (ORD), a public repository of structured organic reaction records The reactants are C(C1=CC=CC=C1)OC1=CC=C(C2=C1NC(CO2)=O)C(CNC(CCN2C(OC(C1=C2C=CC=C1)(CCC)CCC)=O)(C)C)O (1-{3-[2-(5-benzyloxy-3-oxo-3,4-dihydro-2H-benzo[1,4]oxazin-8-yl)-2-hydroxy-ethylamino]-3-methyl-butyl}-4,4-dipropyl-1,4-dihydro-benzo[d][1,3]oxazin-2-one), Cl (hydrochloride). Yields the product OC(CNC(CCN1C(OC(C2=C1C=CC=C2)(CCC)CCC)=O)(C)C)C2=CC=C(C=1NC(COC12)=O)O (1-{3-[2-hydroxy-2-(5-hydroxy-3-oxo-3,4-dihydro-2H-benzo[1,4]oxazin-8-yl)-ethylamino]-3-methyl-butyl}-4,4-dipropyl-1,4-dihydro-benzo[d][1,3]oxazin-2-one). As a reaction SMILES: C([O:8][C:9]1[C:14]2[NH:15][C:16](=[O:19])[CH2:17][O:18][C:13]=2[C:12]([CH:20]([OH:45])[CH2:21][NH:22][C:23]([CH3:44])([CH3:43])[CH2:24][CH2:25][N:26]2[C:31]3[CH:32]=[CH:33][CH:34]=[CH:35][C:30]=3[C:29]([CH2:39][CH2:40][CH3:41])([CH2:36][CH2:37][CH3:38])[O:28][C:27]2=[O:42])=[CH:11][CH:10]=1)C1C=CC=CC=1.Cl>>[OH:45][CH:20]([C:12]1[C:13]2[O:18][CH2:17][C:16](=[O:19])[NH:15][C:14]=2[C:9]([OH:8])=[CH:10][CH:11]=1)[CH2:21][NH:22][C:23]([CH3:44])([CH3:43])[CH2:24][CH2:25][N:26]1[C:31]2[CH:32]=[CH:33][CH:34]=[CH:35][C:30]=2[C:29]([CH2:39][CH2:40][CH3:41])([CH2:36][CH2:37][CH3:38])[O:28][C:27]1=[O:42]. Reported procedure: The product is prepared analogously to Example 12b starting from 1-{3-[2-(5-benzyloxy-3-oxo-3,4-dihydro-2H-benzo[1,4]oxazin-8-yl)-2-hydroxy-ethylamino]-3-methyl-butyl}-4,4-dipropyl-1,4-dihydro-benzo[d][1,3]oxazin-2-one. Yield: 30 mg (19%, hydrochloride); HPLC-MS: Rt=13.0 min. (method A); ESI-MS: [M+H]+=526. Starting materials: BrCC=1NC(C=2C(=C(C=3C(NC(=NC3C2O)CBr)=O)O)N1)=O (2,7-Bis(bromomethyl)-5,10-dihydroxypyrimido[4,5-g]quinazoline-4,9(3H,8H)-dione), [K+].[Br-] (KBr), 79Br, ClC1=C(C(C(=C(C1=O)C#N)C#N)=O)Cl (dichlorodicyanobenzoquinone), C(CCC)O.C(C)(=O)O.O (n-butanol acetic acid water). The solvent is CO (methanol). Run at time 1 hour. Yields the product BrCC=1NC(C2=C(C(C=3C(NC(=NC3C2=O)CBr)=O)=O)N1)=O (2,7-Bis(bromomethyl)pyrimido[4,5-g]quinazoline-4,5,9,10(3H,8H)-tetrone). As a reaction SMILES: [Br:1][CH2:2][C:3]1[NH:4][C:5](=[O:22])[C:6]2[C:7]([N:21]=1)=[C:8]([OH:20])[C:9]1[C:10](=[O:19])[NH:11][C:12]([CH2:17][Br:18])=[N:13][C:14]=1[C:15]=2[OH:16].ClC1C(=O)C(C#N)=C(C#N)C(=O)C=1Cl.C(O)CCC.C(O)(=O)C.O.[K+].[Br-]>CO>[Br:18][CH2:17][C:12]1[NH:11][C:10](=[O:19])[C:9]2[C:8](=[O:20])[C:7]3[N:21]=[C:3]([CH2:2][Br:1])[NH:4][C:5](=[O:22])[C:6]=3[C:15](=[O:16])[C:14]=2[N:13]=1 |f:2.3.4,5.6|. Procedure details: To 105 mg (0.244 mmol) of 18 suspended in 15 mL of dry methanol, was added 61 mg (0.268 mmol) of dichlorodicyanobenzoquinone (DDQ) and the reaction left to stir at room temperature for 1 hour. The solids were filtered off, washed with methanol, and dried to afford pure 19: 95 mg (91%) yield; dec pt 274°-275° C.; TLC (n-butanol/acetic acid/water [5:2:3]), Rf =0.46; IR (KBr pellet) 3062, 3040, 2990, 2933, 1713, 1645, 1576, 1547, 1480, 1142 cm-1 ; 1H NMR (dimethyl-d6 sulfoxide) δ4.45 (4H, s, methyl... The reactants are COCCOC, Clc1cncc(Nc2ccc3[nH]ccc3c2)n1, [Na+], [Na+], O=C([O-])[O-], O, c1ccc(P(c2ccccc2)(c2ccccc2)[Pd](P(c2ccccc2)(c2ccccc2)c2ccccc2)(P(c2ccccc2)(c2ccccc2)c2ccccc2)P(c2ccccc2)(c2ccccc2)c2ccccc2)cc1, OB(O)c1ccncc1. The product is c1cc(-c2cncc(Nc3ccc4[nH]ccc4c3)n2)ccn1. As a reaction SMILES: [CH3:33][O:34][CH2:35][CH2:36][O:37][CH3:38].[Cl:1][c:2]1[cH:3][n:4][cH:5][c:6]([NH:8][c:9]2[cH:10][c:11]3[cH:12][cH:13][nH:14][c:15]3[cH:16][cH:17]2)[n:7]1.[Na+:27].[Na+:28].[O-:29][C:30](=[O:31])[O-:32].[OH2:39].[cH:40]1[cH:41][cH:42][c:43]([P:44]([Pd:45]([P:46]([c:47]2[cH:48][cH:49][cH:50][cH:51][cH:52]2)([c:53]2[cH:54][cH:55][cH:56][cH:57][cH:58]2)[c:59]2[cH:60][cH:61][cH:62][cH:63][cH:64]2)([P:65]([c:66]2[cH:67][cH:68][cH:69][cH:70][cH:71]2)([c:72]2[cH:73][cH:74][cH:75][cH:76][cH:77]2)[c:78]2[cH:79][cH:80][cH:81][cH:82][cH:83]2)[P:84]([c:85]2[cH:86][cH:87][cH:88][cH:89][cH:90]2)([c:91]2[cH:92][cH:93][cH:94][cH:95][cH:96]2)[c:97]2[cH:98][cH:99][cH:100][cH:101][cH:102]2)([c:103]2[cH:104][cH:105][cH:106][cH:107][cH:108]2)[c:109]2[cH:110][cH:111][cH:112][cH:113][cH:114]2)[cH:115][cH:116]1.[n:18]1[cH:19][cH:20][c:21]([B:24]([OH:25])[OH:26])[cH:22][cH:23]1>>[c:2]1(-[c:21]2[cH:20][cH:19][n:18][cH:23][cH:22]2)[cH:3][n:4][cH:5][c:6]([NH:8][c:9]2[cH:10][c:11]3[cH:12][cH:13][nH:14][c:15]3[cH:16][cH:17]2)[n:7]1. Reactants: [Li]CCCC, [Li]c1cccc(OC)c1, CN1CCC(=O)CC1, CCOCC, CCCCCC, COc1cccc(Br)c1, [Cl-], [Na+]. Product: COc1cccc(C2(O)CCN(C)CC2)c1. As a reaction SMILES: [CH2:1]([Li:2])[CH2:3][CH2:4][CH3:5].[CH3:15][O:16][c:17]1[cH:18][c:19]([Li:20])[cH:21][cH:22][cH:23]1.[CH3:24][N:25]1[CH2:26][CH2:27][C:28](=[O:31])[CH2:29][CH2:30]1.[CH3:34][CH2:35][O:36][CH2:37][CH3:38].[CH3:39][CH2:40][CH2:41][CH2:42][CH2:43][CH3:44].[CH3:6][O:7][c:8]1[cH:9][c:10]([Br:14])[cH:11][cH:12][cH:13]1.[Cl-:33].[Na+:32]>>[CH3:6][O:7][c:8]1[cH:9][c:10]([C:28]2([OH:31])[CH2:27][CH2:26][N:25]([CH3:24])[CH2:30][CH2:29]2)[cH:11][cH:12][cH:13]1. Yields the product CC1(OCC(C(O1)C(=O)NCCC(=O)O[C@H]1[C@@H](CCCC1)NC(CCCCCCC\C=C/CCCCCCCC)=O)(C)C)C ((1R,2R)-2-(Oleoylamino)cyclohexane-1-yl 3-[N-(2,2,5,5-tetramethyl-1,3-dioxane-4-carbonyl)amino]propionate). Procedure: (1S,2S)-2-(N-Oleoylamino)cyclohexanol (3.79 g) and 2.59 g of 3-[N-(2,2,5,5-tetramethyl-1,3-dioxane-4-carbonyl)amino]propionic acid were reacted in the same manner as in Example 15 to obtain 3.52 g of the title compound (yield: 57%) As a reaction SMILES: [C:1]([NH:20][C@H:21]1[CH2:26][CH2:25][CH2:24][CH2:23][C@@H:22]1[OH:27])(=[O:19])[CH2:2][CH2:3][CH2:4][CH2:5][CH2:6][CH2:7][CH2:8]/[CH:9]=[CH:10]\[CH2:11][CH2:12][CH2:13][CH2:14][CH2:15][CH2:16][CH2:17][CH3:18].[CH3:28][C:29]1([CH3:45])[O:34][CH:33]([C:35]([NH:37][CH2:38][CH2:39][C:40](O)=[O:41])=[O:36])[C:32]([CH3:44])([CH3:43])[CH2:31][O:30]1>>[CH3:28][C:29]1([CH3:45])[O:34][CH:33]([C:35]([NH:37][CH2:38][CH2:39][C:40]([O:27][C@@H:22]2[CH2:23][CH2:24][CH2:25][CH2:26][C@H:21]2[NH:20][C:1](=[O:19])[CH2:2][CH2:3][CH2:4][CH2:5][CH2:6][CH2:7][CH2:8]/[CH:9]=[CH:10]\[CH2:11][CH2:12][CH2:13][CH2:14][CH2:15][CH2:16][CH2:17][CH3:18])=[O:41])=[O:36])[C:32]([CH3:44])([CH3:43])[CH2:31][O:30]1. The yield is 56.8%. The reactants are C(CCCCCCC\C=C/CCCCCCCC)(=O)N[C@@H]1[C@H](CCCC1)O ((1S,2S)-2-(N-Oleoylamino)cyclohexanol), CC1(OCC(C(O1)C(=O)NCCC(=O)O)(C)C)C (3-[N-(2,2,5,5-tetramethyl-1,3-dioxane-4-carbonyl)amino]propionic acid). Reactants: BrC=1C(N(C(NN1)=O)CC1=CC=C(C=C1)Cl)=O (6-bromo-4-(4-chlorobenzyl)-1,2,4-triazine-3,5(2H,4H)-dione), C(#N)C=1C=C(C=CC1)B(O)O (3-cyanophenylboronic acid), N1=CC=CC=C1 (pyridine), [N+]1(=CC=CC=C1)[O-] (pyridine N-oxide). The reagents and catalysts are C(C)(=O)[O-].[Cu+2].C(C)(=O)[O-] (copper(II) acetate). Run in C(Cl)Cl (DCM). Reaction conditions: time 8 hour. The product is ClC1=CC=C(CN2C(N(N=C(C2=O)Br)C=2C=C(C#N)C=CC2)=O)C=C1 (3-(4-(4-chlorobenzyl)-6-bromo-3,5-dioxo-4,5-dihydro-1,2,4-triazin-2(3H)-yl)benzonitrile). Isolated yield 37.8%. Reaction SMILES: [Br:1][C:2]1[C:3](=[O:17])[N:4]([CH2:9][C:10]2[CH:15]=[CH:14][C:13]([Cl:16])=[CH:12][CH:11]=2)[C:5](=[O:8])[NH:6][N:7]=1.[C:18]([C:20]1[CH:21]=[C:22](B(O)O)[CH:23]=[CH:24][CH:25]=1)#[N:19].N1C=CC=CC=1.[N+]1([O-])C=CC=CC=1>C(Cl)Cl.C([O-])(=O)C.[Cu+2].C([O-])(=O)C>[Cl:16][C:13]1[CH:14]=[CH:15][C:10]([CH2:9][N:4]2[C:3](=[O:17])[C:2]([Br:1])=[N:7][N:6]([C:24]3[CH:25]=[C:20]([CH:21]=[CH:22][CH:23]=3)[C:18]#[N:19])[C:5]2=[O:8])=[CH:11][CH:12]=1 |f:5.6.7|. Procedure: According to Scheme 2 Step 3: To a solution of 6-bromo-4-(4-chlorobenzyl)-1,2,4-triazine-3,5(2H,4H)-dione (0.600 g, 1.9 mmol) in DCM (8 ml) were added 3-cyanophenylboronic acid (0.42 g, 2.8 mmol), copper(II) acetate (0.069 g, 0.38 mmol), pyridine (0.3 g, 3.8 mmol) and pyridine N-oxide (0.2 g, 2.1 mmol) and the mixture was stirred overnight at room temperature. The reaction mixture was quenched with a saturated sodium bicarbonate solution and extracted with ethyl acetate (×3). The combined organi...